This data is from the Open Reaction Database (ORD), a public repository of structured organic reaction records. The task is: describe an organic reaction: reactants, conditions, products, and yield Starting materials: N1=CC=C(C=C1)C1=NN(C2=CC=C(C=C12)N1N=C(C=C1)C1CN(CCC1)C(=O)OC(C)(C)C)C(C1=CC=CC=C1)(C1=CC=CC=C1)C1=CC=CC=C1 (tert-butyl 3-(1-(3-(pyridin-4-yl)-1-trityl-1H-indazol-5-yl)-1H-pyrazol-3-yl)piperidine-1-carboxylate), C(C)[SiH](CC)CC (triethylsilane), FC(C(=O)O)(F)F (trifluoroacetic acid). Solvent: C(Cl)Cl (DCM). Conditions: time 3 hour. Yields the product N1=CC=C(C=C1)C1=NNC2=CC=C(C=C12)N1N=C(C=C1)C1CN(CCC1)C(=O)OC(C)(C)C (tert-butyl 3-(1-(3-(pyridin-4-yl)-1H-indazol-5-yl)-1H-pyrazol-3-yl)piperidine-1-carboxylate). Isolated yield 135.0%. As a reaction SMILES: [N:1]1[CH:6]=[CH:5][C:4]([C:7]2[C:15]3[C:10](=[CH:11][CH:12]=[C:13]([N:16]4[CH:20]=[CH:19][C:18]([CH:21]5[CH2:26][CH2:25][CH2:24][N:23]([C:27]([O:29][C:30]([CH3:33])([CH3:32])[CH3:31])=[O:28])[CH2:22]5)=[N:17]4)[CH:14]=3)[N:9](C(C3C=CC=CC=3)(C3C=CC=CC=3)C3C=CC=CC=3)[N:8]=2)=[CH:3][CH:2]=1.C([SiH](CC)CC)C.FC(F)(F)C(O)=O>C(Cl)Cl>[N:1]1[CH:2]=[CH:3][C:4]([C:7]2[C:15]3[C:10](=[CH:11][CH:12]=[C:13]([N:16]4[CH:20]=[CH:19][C:18]([CH:21]5[CH2:26][CH2:25][CH2:24][N:23]([C:27]([O:29][C:30]([CH3:33])([CH3:32])[CH3:31])=[O:28])[CH2:22]5)=[N:17]4)[CH:14]=3)[NH:9][N:8]=2)=[CH:5][CH:6]=1. Reported procedure: To tert-butyl 3-(1-(3-(pyridin-4-yl)-1-trityl-1H-indazol-5-yl)-1H-pyrazol-3-yl)piperidine-1-carboxylate (140 mg, 0.2 mmol) in DCM (5 mL) were added triethylsilane (40 mg, 0.34 mmol) and trifluoroacetic acid (1 mL), the reaction mixture was stirred at room temperature for 3 h. After concentration, crude mixture was column purified with mixture of methanol, dichloromethane and ammonia to give tert-butyl 3-(1-(3-(pyridin-4-yl)-1H-indazol-5-yl)-1H-pyrazol-3-yl)piperidine-1-carboxylate (120 mg). The reactants are OC1CCN(CC1)CCN1CCC(CC1)NC(=O)C=1NC2=CC=CC(=C2C1)Br (4-Bromo-1H-indole-2-carboxylic acid {1-[2-(4-hydroxy-piperidin-1-yl)-ethyl]-piperidin-4-yl}-amide), COC1=CC=C(C=N1)B(O)O ((6-methoxy-pyridin-3-yl)-boronic acid). The product is OC1CCN(CC1)CCN1CCC(CC1)NC(=O)C=1NC2=CC=CC(=C2C1)C=1C=NC(=CC1)OC (4-(6-Methoxy-pyridin-3-yl)-1H-indole-2-carboxylic acid {1-[2-(4-hydroxy-piperidin-1-yl)-ethyl]-piperidin-4-yl}-amide). As a reaction SMILES: [OH:1][CH:2]1[CH2:7][CH2:6][N:5]([CH2:8][CH2:9][N:10]2[CH2:15][CH2:14][CH:13]([NH:16][C:17]([C:19]3[NH:20][C:21]4[C:26]([CH:27]=3)=[C:25](Br)[CH:24]=[CH:23][CH:22]=4)=[O:18])[CH2:12][CH2:11]2)[CH2:4][CH2:3]1.[CH3:29][O:30][C:31]1[N:36]=[CH:35][C:34](B(O)O)=[CH:33][CH:32]=1>>[OH:1][CH:2]1[CH2:7][CH2:6][N:5]([CH2:8][CH2:9][N:10]2[CH2:15][CH2:14][CH:13]([NH:16][C:17]([C:19]3[NH:20][C:21]4[C:26]([CH:27]=3)=[C:25]([C:34]3[CH:35]=[N:36][C:31]([O:30][CH3:29])=[CH:32][CH:33]=3)[CH:24]=[CH:23][CH:22]=4)=[O:18])[CH2:12][CH2:11]2)[CH2:4][CH2:3]1. Procedure: This compound is synthesized from compound 196 (see example 172) and (6-methoxy-pyridin-3-yl)-boronic acid analogously to the method described in Example 156. Starting materials: IC=1C=C(C(=O)O)C=CC1C (3-iodo-4-methylbenzoic acid), S(O)(O)(=O)=O (sulfuric acid), C(C)O (ethanol). Yields the product IC=1C=C(C(=O)OCC)C=CC1C (ethyl 3-iodo-4-methylbenzoate). RXN SMILES: [I:1][C:2]1[CH:3]=[C:4]([CH:8]=[CH:9][C:10]=1[CH3:11])[C:5]([OH:7])=[O:6].S(=O)(=O)(O)O.[CH2:17](O)[CH3:18]>>[I:1][C:2]1[CH:3]=[C:4]([CH:8]=[CH:9][C:10]=1[CH3:11])[C:5]([O:7][CH2:17][CH3:18])=[O:6]. Procedure: 40.61 g of 3-iodo-4-methylbenzoic acid was suspended in 406 ml of ethanol and 9.1 ml of concentrated sulfuric acid was added, and then the mixture was heated at reflux for 24 hours. After the solvent was distilled off under reduced pressure, the residue was mixed with iced water, made basic with an aqueous saturated sodium hydrogen carbonate solution, followed by extraction with ethyl acetate twice. The extracts were washed in turn with water and saturated saline and then dried over anhydrous ma...